Dataset: the Open Reaction Database (ORD), a public repository of structured organic reaction records. Task: describe an organic reaction: reactants, conditions, products, and yield The reactants are OC1=CC=CC2=C1C(=NO2)OCC2CCN(CC2)C(=O)OC(C)(C)C (tert-Butyl 4-{[(4-hydroxy-1,2-benzisoxazol-3-yl)oxy]methyl}piperidine-1-carboxylate), C1(CC(CC1)O)O (1,3-cyclopentanediol), OCCC1CCN(CC1)C(=O)OC(C)(C)C (tert-butyl 4-(2-hydroxyethyl)piperidine-1-carboxylate). Yields the product O[C@@H]1C[C@H](CC1)OC1=CC=CC2=C1C(=NO2)OCC2CCN(CC2)C(=O)OC(C)(C)C (tert-Butyl 4-[({4-[(trans-3-hydroxycyclopentyl)oxy]-1,2-benzisoxazol-3-yl}oxy)methyl]piperidine-1-carboxylate). RXN SMILES: [OH:1][C:2]1[C:7]2[C:8]([O:11][CH2:12][CH:13]3[CH2:18][CH2:17][N:16]([C:19]([O:21][C:22]([CH3:25])([CH3:24])[CH3:23])=[O:20])[CH2:15][CH2:14]3)=[N:9][O:10][C:6]=2[CH:5]=[CH:4][CH:3]=1.[CH:26]1(O)[CH2:30][CH2:29][CH:28]([OH:31])[CH2:27]1.OCCC1CCN(C(OC(C)(C)C)=O)CC1>>[OH:31][C@H:28]1[CH2:29][CH2:30][C@H:26]([O:1][C:2]2[C:7]3[C:8]([O:11][CH2:12][CH:13]4[CH2:14][CH2:15][N:16]([C:19]([O:21][C:22]([CH3:25])([CH3:24])[CH3:23])=[O:20])[CH2:17][CH2:18]4)=[N:9][O:10][C:6]=3[CH:5]=[CH:4][CH:3]=2)[CH2:27]1. Reported procedure: The title compound was prepared according to the procedure described in Step 2 of EXAMPLE 7 using tert-butyl 4-{[(4-hydroxy-1,2-benzisoxazol-3-yl)oxy]methyl}piperidine-1-carboxylate (EXAMPLE 17, step 2) and 1,3-cyclopentanediol (mixture of isomers, cis:trans=ca. 5:1) instead of 4-(benzyloxy)-1,2-benzisoxazol-3-ol and tert-butyl 4-(2-hydroxyethyl)piperidine-1-carboxylate. The reactants are O.NN (hydrazine monohydrate), C(C)(=O)O[C@H]1[C@H]([C@@H](O[C@@H]1COC(C)=O)N1C=NC(=C1N1C(C=2C(C1=O)=CC=CC2)=O)C(CCl)=O)Cl (1-(3,5-di-O-acetyl-2-chloro-2-deoxy-β-D-ribofuranosyl)-4-chloroacetyl-5-phthalimidoimidazole), resultant mixture. Run in ClCCl (dichloromethane). The product is C(C)(=O)O[C@H]1[C@H]([C@@H](O[C@@H]1COC(C)=O)N1C=NC(=C1N)C(CCl)=O)Cl (1-(3,5-di-O-acetyl-2-chloro-2-deoxy-β-D-ribofuranosyl)-5-amino-4-chloroacetylimidazole). As a reaction SMILES: [C:1]([O:4][C@@H:5]1[C@@H:9]([CH2:10][O:11][C:12](=[O:14])[CH3:13])[O:8][C@@H:7]([N:15]2[C:19]([N:20]3C(=O)C4=CC=CC=C4C3=O)=[C:18]([C:31](=[O:34])[CH2:32][Cl:33])[N:17]=[CH:16]2)[C@@H:6]1[Cl:35])(=[O:3])[CH3:2].O.NN>ClCCl>[C:1]([O:4][C@@H:5]1[C@@H:9]([CH2:10][O:11][C:12](=[O:14])[CH3:13])[O:8][C@@H:7]([N:15]2[C:19]([NH2:20])=[C:18]([C:31](=[O:34])[CH2:32][Cl:33])[N:17]=[CH:16]2)[C@@H:6]1[Cl:35])(=[O:3])[CH3:2] |f:1.2|. Procedure details: Compound (38) obtained in step (4) above (310 mg) was dissolved in dichloromethane (12 ml), to which was then added hydrazine monohydrate (0.032 ml) under cooling at 0° C. The resultant mixture was stirred at that temperature for 1 hour to conduct the reaction intended and thereby afford the titled compound (39). The resulting reaction solution containing compound (39) was filtered and the filtrate was concentrated to leave a solid, which was purified by silica gel column chromatography (develop... Reactants: C1(=NC=CC2=CC=CC=C12)C#N (1-isoquinolinecarbonitrile), O1CCCC1 (tetrahydrofuran), Cl (hydrochloric acid), BrC1=CC=C(C=C1)CCCC (1-Bromo-4-butylbenzene), BrCCBr (1,2-dibromoethane), [Mg] (magnesium), O1CCCC1 (tetrahydrofuran). Solvent: CO (methanol). Reaction conditions: temperature 0 celsius, time 3 hour. Product: C(CCC)C1=CC=C(C=C1)C(=O)C1=NC=CC2=CC=CC=C12 ((4-Butylphenyl)(1-isoquinolyl)ketone). Reaction SMILES: Br[C:2]1[CH:7]=[CH:6][C:5]([CH2:8][CH2:9][CH2:10][CH3:11])=[CH:4][CH:3]=1.BrCCBr.[Mg].[C:17]1([C:27]#N)[C:26]2[C:21](=[CH:22][CH:23]=[CH:24][CH:25]=2)[CH:20]=[CH:19][N:18]=1.Cl.[O:30]1CCCC1>CO>[CH2:8]([C:5]1[CH:6]=[CH:7][C:2]([C:27]([C:17]2[C:26]3[C:21](=[CH:22][CH:23]=[CH:24][CH:25]=3)[CH:20]=[CH:19][N:18]=2)=[O:30])=[CH:3][CH:4]=1)[CH2:9][CH2:10][CH3:11]. Procedure details: 1-Bromo-4-butylbenzene (2.29 ml, 13 mmol) and a catalytic amount of 1,2-dibromoethane as an initiator were added to a mixed solution of magnesium (338 mg, 14 mmol) and tetrahydrofuran (6.5 ml) under nitrogen atmosphere, and this mixture was stirred under reflux for 10 minutes. The mixture was cooled to 0° C., a solution of 1-isoquinolinecarbonitrile (1.0 g, 6.5 mmol) in tetrahydrofuran was added, and this mixture was stirred at room temperature for 1 hour, then at 70° C. for 3 hours. Thereafter,... Reactants: CC(C)(C)OC (MTBE), N#N (N2), solution, S(O)(O)(=O)=O (sulfuric acid), solution, FC1=C(C=CC=C1)N1N=C(C2=CC=CC=C12)OC1CCNCC1 (1-(2-fluorophenyl)-3-(piperidin-4-yloxy)-1H-indazole). Solvent: CO (MeOH). Yields the product S(=O)(=O)(O)O.FC1=C(C=CC=C1)N1N=C(C2=CC=CC=C12)OC1CCNCC1 (1-(2-fluorophenyl)-3-(piperidin-4-yloxy)-1H-indazole sulfate). Reaction SMILES: [S:1](=[O:5])(=[O:4])([OH:3])[OH:2].[F:6][C:7]1[CH:12]=[CH:11][CH:10]=[CH:9][C:8]=1[N:13]1[C:21]2[C:16](=[CH:17][CH:18]=[CH:19][CH:20]=2)[C:15]([O:22][CH:23]2[CH2:28][CH2:27][NH:26][CH2:25][CH2:24]2)=[N:14]1.N#N.CC(OC)(C)C>CO>[S:1]([OH:5])([OH:4])(=[O:3])=[O:2].[F:6][C:7]1[CH:12]=[CH:11][CH:10]=[CH:9][C:8]=1[N:13]1[C:21]2[C:16](=[CH:17][CH:18]=[CH:19][CH:20]=2)[C:15]([O:22][CH:23]2[CH2:28][CH2:27][NH:26][CH2:25][CH2:24]2)=[N:14]1 |f:5.6|. Procedure: 1.9 mg of concentrated sulfuric acid was added to 0.58 ml of a solution of 1-(2-fluorophenyl)-3-(piperidin-4-yloxy)-1H-indazole in MeOH (concentration=10.3 mg/ml). The solution was heated and stirred in uncapped vials and then placed under a stream of N2 gas. These steps were repeated until approximately 0.100 ml or less of solution remained. Approximately 0.500 ml of MTBE was then added. Precipitation was observed and the suspension was capped and stirred for 3 hours or less. The vial was then ... Reactants: NaH2PO4, C(C1=CC=CC=C1)=C1CCC2=C1OC1=C(C2=O)C=CC(=C1)O (3-Benzylidene-6-hydroxy-1,2,3,9-tetrahydro-cyclopenta[b][1]benzopyran-9-one), BrCC(=O)OCC (ethyl 2-bromo-acetate), C(=O)([O-])[O-].[K+].[K+] (K2CO3). The solvent is CN(C=O)C (dimethylformamide), ice water. Conditions: time 3 hour. Product: C(C1=CC=CC=C1)=C1CCC2=C1OC1=C(C2=O)C=CC(=C1)OCC(=O)OCC ((3-benzylidene-1,2,3,9-tetrahydro-9-oxo-cyclopenta[b][1]benzopyran-6-yloxy)acetic acid, ethyl ester). As a reaction SMILES: [CH:1](=[C:8]1[C:12]2[O:13][C:14]3[CH:21]=[C:20]([OH:22])[CH:19]=[CH:18][C:15]=3[C:16](=[O:17])[C:11]=2[CH2:10][CH2:9]1)[C:2]1[CH:7]=[CH:6][CH:5]=[CH:4][CH:3]=1.Br[CH2:24][C:25]([O:27][CH2:28][CH3:29])=[O:26].C([O-])([O-])=O.[K+].[K+]>CN(C)C=O>[CH:1](=[C:8]1[C:12]2[O:13][C:14]3[CH:21]=[C:20]([O:22][CH2:24][C:25]([O:27][CH2:28][CH3:29])=[O:26])[CH:19]=[CH:18][C:15]=3[C:16](=[O:17])[C:11]=2[CH2:10][CH2:9]1)[C:2]1[CH:3]=[CH:4][CH:5]=[CH:6][CH:7]=1 |f:2.3.4|. Reported procedure: 3-Benzylidene-6-hydroxy-1,2,3,9-tetrahydro-cyclopenta[b][1]benzopyran-9-one (1.5 g) was reacted with ethyl 2-bromo-acetate (1.67 g) in dimethylformamide (60 ml), in the presence of anhydrous K2CO3 (1.38 g), under stirring at room temperature for 3 hours. The reaction mixture was diluted with ice water containing NaH2PO4 and the precipitated product was filtered and washed with water: crystallization from CH2Cl2 /methanol gave (3-benzylidene-1,2,3,9-tetrahydro-9-oxo-cyclopenta[b][1]benzopyran-6-y... Reactants: O (water), C1(O)=C(O)C(O)=CC=C1 (pyrogallol), P(=O)(Cl)(Cl)Cl (phosphorus oxychloride), O (water). Run in CC(=O)C (acetone), CC(=O)C (acetone). Conditions: time 8 hour. Yields the product C1(O)=C(O)C(O)=CC=C1.CC(=O)C (pyrogallol acetone). RXN SMILES: [C:1]1([CH:9]=[CH:8][CH:7]=[C:5]([OH:6])[C:3]=1[OH:4])[OH:2].P(Cl)(Cl)(Cl)=O.O>CC(C)=O>[C:1]1([CH:9]=[CH:8][CH:7]=[C:5]([OH:6])[C:3]=1[OH:4])[OH:2].[CH3:3][C:1]([CH3:9])=[O:2] |f:4.5|. Procedure details: To an acetone solution containing 200 g of pyrogallol in 1.4 kg of acetone was added 20 g of phosphorus oxychloride, and the resulting mixture was left to stand overnight at room temperature. Thereafter, the mixture was added dropwise to water with stirring, then the resulting precipitate was filtered off and dissolved in a small amount of acetone. The acetone solution thus obtained was poured into a large amount of water, and the resulting precipitate was filtered off and dried, to give a pyrog... Starting materials: C(O)([O-])=O.[Na+] (sodium hydrogen carbonate), C(C1=CC=CC=C1)OCN1C(=NC=C1SC1=CC(=CC=C1)Cl)CO[Si](C)(C)C(C)(C)C (1-benzyloxymethyl-2-t-butyldimethylsilyloxymethyl-5-(3-chlorophenylthio)imidazole), C1(=CC=CC=C1)OC (anisole), [Cl-].[Al+3].[Cl-].[Cl-] (aluminium chloride). Run in C(C)(=O)OCC (Ethyl acetate), O (water). Conditions: time 15 minute. Product: ClC=1C=C(C=CC1)SC1=CN=C(N1)CO ([5-(3-chlorophenylthio)-1H-imidazol-2-yl]methanol). Yield: 87.0%. As a reaction SMILES: C(OC[N:10]1[C:14]([S:15][C:16]2[CH:21]=[CH:20][CH:19]=[C:18]([Cl:22])[CH:17]=2)=[CH:13][N:12]=[C:11]1[CH2:23][O:24][Si](C(C)(C)C)(C)C)C1C=CC=CC=1.C1(OC)C=CC=CC=1.[Cl-].[Al+3].[Cl-].[Cl-].C(=O)([O-])O.[Na+]>C(OCC)(=O)C.O>[Cl:22][C:18]1[CH:17]=[C:16]([S:15][C:14]2[NH:10][C:11]([CH2:23][OH:24])=[N:12][CH:13]=2)[CH:21]=[CH:20][CH:19]=1 |f:2.3.4.5,6.7|. Procedure details: To a solution of 1-benzyloxymethyl-2-t-butyldimethylsilyloxymethyl-5-(3-chlorophenylthio)imidazole (45)in nitromethane (108 ml)was added 14.7 g of (137 mmol)of anisole, and then, 18.1 g (136 mmol)of anhydrous aluminium chloride was gradually added at lower than 30° C. After completion of the addition, the mixture was stirred at room temperature for 15 minutes. The reaction mixture was cooled, and there were added water and a saturated aqueous sodium hydrogen carbonate solution to be alkaline. Et... Starting materials: C1=CC=CC2=CC3=CC=CC=C3C=C12 (anthracene), C(C)C(=O)C (MEK), C(C)C(=O)C (methyl ethyl ketone), C(C)C(=O)C (MEK). Yields the product C(=C)C1=C(C=2CC3=CC=CC=C3C2C=C1)C=C (divinylfluorene). RXN SMILES: [CH:1]1[C:14]2[C:5](=[CH:6][C:7]3[C:12](C=2)=[CH:11][CH:10]=[CH:9][CH:8]=3)[CH:4]=[CH:3][CH:2]=1.[CH2:15]([C:17]([CH3:19])=O)[CH3:16]>>[CH:15]([C:17]1[CH:19]=[CH:1][C:14]2[C:8]3[C:7](=[CH:12][CH:11]=[CH:10][CH:9]=3)[CH2:6][C:5]=2[C:4]=1[CH:3]=[CH2:2])=[CH2:16]. Reported procedure: A suspension of 2,7-Bis(diethylphosphonatomethyl)-9,9-dipropylfluorene (4) (2.15 g, 4.0 mmol), 3,4,5-trimethoxybenzaldehyde (5) (1.76 g, 9.0 mmol), and potassium hydroxide (0.75 g, 13 mmol) in THF (20 mL) and DMSO (1 mL) was heated at 70° C. for 4 hours. The suspension was diluted with Ethanol (50 mL) and the solvent removed under vacuum. The product was purified by refluxing in Methanol followed by filtration. After drying, (II-1) was obtained as a pale yellow powder (1.90 g, 76%). The UV/VIS s... Reactants: N=1C=CN2C1C=CC=C2SCCCN2C(SCC2=O)=O (3-[3-(imidazo-[1,2-a]pyridin-5-ylthio)propyl]thiazolidine-2,4-dione), C(CCC)=O (n-butyraldehyde), N1CCCCC1 (piperidine). Solvent: C(C)O (ethanol). The product is C(CCC)=C1C(N(C(S1)=O)CCCSC1=CC=CC=2N1C=CN2)=O (5-butylidene-3-[3-(imidazo[1,2-a]pyridin-5-ylthio)propyl]thiazolidine-2,4-dione). Reaction SMILES: [N:1]1[CH:2]=[CH:3][N:4]2[C:9]([S:10][CH2:11][CH2:12][CH2:13][N:14]3[C:18](=[O:19])[CH2:17][S:16][C:15]3=[O:20])=[CH:8][CH:7]=[CH:6][C:5]=12.[CH:21](=O)[CH2:22][CH2:23][CH3:24].N1CCCCC1>C(O)C>[CH:21](=[C:17]1[S:16][C:15](=[O:20])[N:14]([CH2:13][CH2:12][CH2:11][S:10][C:9]2[N:4]3[CH:3]=[CH:2][N:1]=[C:5]3[CH:6]=[CH:7][CH:8]=2)[C:18]1=[O:19])[CH2:22][CH2:23][CH3:24]. Procedure: To a solution of 2.0 g (6.51 mmol) of 3-[3-(imidazo-[1,2-a]pyridin-5-ylthio)propyl]thiazolidine-2,4-dione and 0.59 ml (6.51 mmol) of n-butyraldehyde in 30 ml of ethanol, 0.06 ml (0.65 mmol) of piperidine was added, followed by refluxing for 2 hours. After the reaction mixture was cooled, the solvent was distilled off. The residue was dissolved in chloroform, washed with saturated aqueous sodium hydrogen carbonate and dried, after which the solvent was distilled off. The residue was purified by c... Starting materials: C(C)(=O)Cl (Acetyl chloride), CC1=NC(=NN1CC=1C=C(OCCNC(OC(C)(C)C)=O)C=CC1)C1=NC(=NO1)C1=CC=C(C=C1)OC(F)(F)F (Tert-butyl (2-(3-((5-methyl-3-(3-(4-(trifluoromethoxy)phenyl)-1,2,4-oxadiazol-5-yl)-1H-1,2,4-triazol-1-yl)methyl)phenoxy)ethyl)carbamate). Solvent: CO (MeOH). Reaction conditions: temperature 0 celsius, time 1 hour. Yields the product NCCOC=1C=C(C=CC1)CN1N=C(N=C1C)C1=NC(=NO1)C1=CC=C(C=C1)OC(F)(F)F (5-(1-{[3-(2-Aminoethoxy)phenyl]methyl}-5-methyl-1H-1,2,4-triazol-3-yl)-3-[4-(trifluoromethoxy)phenyl]-1,2,4-oxadiazole). RXN SMILES: C(Cl)(=O)C.[CH3:5][C:6]1[N:10]([CH2:11][C:12]2[CH:13]=[C:14]([CH:26]=[CH:27][CH:28]=2)[O:15][CH2:16][CH2:17][NH:18]C(=O)OC(C)(C)C)[N:9]=[C:8]([C:29]2[O:33][N:32]=[C:31]([C:34]3[CH:39]=[CH:38][C:37]([O:40][C:41]([F:44])([F:43])[F:42])=[CH:36][CH:35]=3)[N:30]=2)[N:7]=1>CO>[NH2:18][CH2:17][CH2:16][O:15][C:14]1[CH:13]=[C:12]([CH2:11][N:10]2[C:6]([CH3:5])=[N:7][C:8]([C:29]3[O:33][N:32]=[C:31]([C:34]4[CH:39]=[CH:38][C:37]([O:40][C:41]([F:42])([F:43])[F:44])=[CH:36][CH:35]=4)[N:30]=3)=[N:9]2)[CH:28]=[CH:27][CH:26]=1. Procedure details: Acetyl chloride (229 uL, 3.21 mmol) was added dropwise to MeOH (1.1 mL) at 0° C., and the resulting mixture was stirred at 0° C. for 1 hr. Tert-butyl (2-(3-((5-methyl-3-(3-(4-(trifluoromethoxy)phenyl)-1,2,4-oxadiazol-5-yl)-1H-1,2,4-triazol-1-yl)methyl)phenoxy)ethyl)carbamate (Example 67; 60.0 mg, 0.107 mmol) was the added in one portion, and the reaction mixture was stirred at RT for 16 h and then concentrated under reduced pressure; the residue was purified using Prep-HPLC to furnish the title ...